This data is from the Open Reaction Database (ORD), a public repository of structured organic reaction records. The task is: describe an organic reaction: reactants, conditions, products, and yield Reactants: N1(C=NC=C1)C(CC)C=1C=C(C(=CC1)N)N (4-[1-(1H-imidazol-1-yl)propyl]-1,2-benzenediamine), FC(C(=O)O)(F)F (trifluoroacetic acid), [OH-].[NH4+] (ammonium hydroxide). Reaction conditions: temperature 80 celsius, time 15 minute. Product: N1(C=NC=C1)C(CC)C1=CC2=C(NC(=N2)C(F)(F)F)C=C1 (5-[1-(1H-imidazol-1-yl)propyl]-2-(trifluoromethyl)-1H-benzimidazole). Yield: 22.0%. RXN SMILES: [N:1]1([CH:6]([C:9]2[CH:10]=[C:11]([NH2:16])[C:12]([NH2:15])=[CH:13][CH:14]=2)[CH2:7][CH3:8])[CH:5]=[CH:4][N:3]=[CH:2]1.[F:17][C:18]([F:23])([F:22])[C:19](O)=O.[OH-].[NH4+]>>[N:1]1([CH:6]([C:9]2[CH:14]=[CH:13][C:12]3[NH:15][C:19]([C:18]([F:23])([F:22])[F:17])=[N:16][C:11]=3[CH:10]=2)[CH2:7][CH3:8])[CH:5]=[CH:4][N:3]=[CH:2]1 |f:2.3|. Procedure details: A mixture of 6.1 parts of 4-[1-(1H-imidazol-1-yl)propyl]-1,2-benzenediamine and 90 parts of trifluoroacetic acid was stirred for 15 minutes at 80° C. The reaction mixture was poured into crushed ice and treated with ammonium hydroxide. The product was extracted with trichloromethane. The extract was dried, filtered and evaporated. The residue was purified by column chromatography over silica gel using a mixture of trichloromethane, methanol and ammonium hydroxide (90:10:1 by volume) as eluent. T... As a reaction SMILES: [CH:21]([N:22]([CH2:23][CH3:24])[CH:25]([CH3:26])[CH3:27])([CH3:28])[CH3:29].[Cl:30][C:31](=[O:32])[O:33][CH3:34].[Cl:35][CH2:36][Cl:37].[F:1][C:2]([c:3]1[cH:4][c:5]([CH:9]2[NH:10][CH2:11][CH2:12][CH:13]([C:15](=[O:16])[O:17][CH3:18])[CH2:14]2)[cH:6][cH:7][cH:8]1)([F:19])[F:20]>>[F:1][C:2]([c:3]1[cH:4][c:5]([CH:9]2[N:10]([C:31](=[O:32])[O:33][CH3:34])[CH2:11][CH2:12][CH:13]([C:15](=[O:16])[O:17][CH3:18])[CH2:14]2)[cH:6][cH:7][cH:8]1)([F:19])[F:20]. The product is COC(=O)C1CCN(C(=O)OC)C(c2cccc(C(F)(F)F)c2)C1. The reactants are CCN(C(C)C)C(C)C, COC(=O)Cl, ClCCl, COC(=O)C1CCNC(c2cccc(C(F)(F)F)c2)C1. RXN SMILES: [CH2:1]([S:3](=[N:29]C#N)([CH2:5][C:6]1[CH:11]=[CH:10][CH:9]=[C:8]([NH:12][C:13]2[N:18]=[C:17]([C:19]3[CH:24]=[CH:23][C:22]([F:25])=[CH:21][C:20]=3[O:26][CH3:27])[C:16]([F:28])=[CH:15][N:14]=2)[CH:7]=1)=[O:4])[CH3:2].C(OC(C(F)(F)F)=O)(C(F)(F)F)=O.C(=O)([O-])[O-].[K+].[K+]>C(Cl)Cl.C(OCC)(=O)C.C1COCC1>[CH2:1]([S:3]([CH2:5][C:6]1[CH:7]=[C:8]([NH:12][C:13]2[N:18]=[C:17]([C:19]3[CH:24]=[CH:23][C:22]([F:25])=[CH:21][C:20]=3[O:26][CH3:27])[C:16]([F:28])=[CH:15][N:14]=2)[CH:9]=[CH:10][CH:11]=1)(=[NH:29])=[O:4])[CH3:2] |f:2.3.4|. Procedure details: To a stirring solution of (rac)-[ethyl(3-{[5-fluoro-4-(4-fluoro-2-methoxyphenyl)pyrimidin-2-yl]-amino}benzyl)oxido-λ6-sulfanylidene]cyanamide (230 mg; 0.52 mmol) in DCM (23.1 mL) at 0° C., TFAA (0.55 mL; 3.89 mmol) was added. The mixture was allowed to react at RT for 2 hours. The reaction mixture was concentrated, taken up in MeOH (3.6 mL) and treated with potassium carbonate (358 mg; 2.58 mmol). The mixture was allowed to react at RT for 2 hours. The reaction mixture was diluted with ethyl ace... Yields the product C(C)S(=O)(=N)CC=1C=C(C=CC1)NC1=NC=C(C(=N1)C1=C(C=C(C=C1)F)OC)F ((rac)-N-{3-[(S-Ethylsulfonimidoyl)methyl]phenyl}-5-fluoro-4-(4-fluoro-2-methoxyphenyl)-pyrimidin-2-amine). The reactants are C(C)S(=O)(CC1=CC(=CC=C1)NC1=NC=C(C(=N1)C1=C(C=C(C=C1)F)OC)F)=NC#N ((rac)-[ethyl(3-{[5-fluoro-4-(4-fluoro-2-methoxyphenyl)pyrimidin-2-yl]-amino}benzyl)oxido-λ6-sulfanylidene]cyanamide), C(=O)(C(F)(F)F)OC(=O)C(F)(F)F (TFAA), C([O-])([O-])=O.[K+].[K+] (potassium carbonate). Run in C(C)(=O)OCC (ethyl acetate), C1CCOC1 (THF), C(Cl)Cl (DCM). The reactants are C(C)(=O)C=1C=C(NN1)C(=O)NN(CC1=CC=C(C=C1)C1=C(C=CC(=C1)Cl)F)C[C@H](C(=O)O)O ((R)-3-[N′-(5-Acetyl-2H-pyrazole-3-carbonyl)-N-(5′-chloro-2′-fluorobiphenyl-4-ylmethyl)hydrazino]-2-hydroxypropionic acid), C(C(C)C)O (isobutyl alcohol), Cl (HCl), O1CCOCC1 (dioxane). Run at time 15 minute. Yields the product C(C(C)C)OC([C@@H](CN(NC(=O)C=1NN=C(C1)C(C)=O)CC1=CC=C(C=C1)C1=C(C=CC(=C1)Cl)F)O)=O ((R)-3-[N′-(5-Acetyl-2H-pyrazole-3-carbonyl)-N-(5′-chloro-2′-fluorobiphenyl-4-ylmethyl)hydrazino]-2-hydroxypropionic Acid Isobutyl Ester). Yield: 111.8%. RXN SMILES: [C:1]([C:4]1[CH:5]=[C:6]([C:9]([NH:11][N:12]([CH2:28][C@@H:29]([OH:33])[C:30]([OH:32])=[O:31])[CH2:13][C:14]2[CH:19]=[CH:18][C:17]([C:20]3[CH:25]=[C:24]([Cl:26])[CH:23]=[CH:22][C:21]=3[F:27])=[CH:16][CH:15]=2)=[O:10])[NH:7][N:8]=1)(=[O:3])[CH3:2].[CH2:34](O)[CH:35]([CH3:37])[CH3:36].Cl.O1CCOCC1>>[CH2:34]([O:31][C:30](=[O:32])[C@H:29]([OH:33])[CH2:28][N:12]([CH2:13][C:14]1[CH:19]=[CH:18][C:17]([C:20]2[CH:25]=[C:24]([Cl:26])[CH:23]=[CH:22][C:21]=2[F:27])=[CH:16][CH:15]=1)[NH:11][C:9]([C:6]1[NH:7][N:8]=[C:4]([C:1](=[O:3])[CH3:2])[CH:5]=1)=[O:10])[CH:35]([CH3:37])[CH3:36]. Reported procedure: (R)-3-[N′-(5-Acetyl-2H-pyrazole-3-carbonyl)-N-(5′-chloro-2′-fluorobiphenyl-4-ylmethyl)hydrazino]-2-hydroxypropionic acid (15.0 mg, 32 μmol) was combined with isobutyl alcohol (876 μL, 9.5 mmol). A solution of 4 M HCl in dioxane (282 μL, 1.1 mmol) was added, and the resulting mixture was stirred for 15 minutes at room temperature. The mixture was concentrated by rotary evaporation and the product lyophilized to yield the title compound (19 mg, purity 99%) as a white powder TFA salt. MS m/z [M+H]+... Reactants: C(C)(=O)OC(CC(=CC(C(=O)OCC)NC=O)CBr)C (ethyl 6-acetoxy-4-bromomethyl-2-formylamino-hept-3-enoate), P(OC(C)C)(OC(C)C)OC(C)C (triisopropyl phosphite). Reaction conditions: time 18 hour. Yields the product C(C)(=O)OC(CC(=CC(C(=O)OCC)NC=O)CP(=O)(OC(C)C)OC(C)C)C (ethyl 6-acetoxy-2-formylamino-4-diisopropylphosphonomethyl-hept-3-enoate). RXN SMILES: [C:1]([O:4][CH:5]([CH3:20])[CH2:6][C:7]([CH2:18]Br)=[CH:8][CH:9]([NH:15][CH:16]=[O:17])[C:10]([O:12][CH2:13][CH3:14])=[O:11])(=[O:3])[CH3:2].[P:21]([O:30]C(C)C)([O:26][CH:27]([CH3:29])[CH3:28])[O:22][CH:23]([CH3:25])[CH3:24]>>[C:1]([O:4][CH:5]([CH3:20])[CH2:6][C:7]([CH2:18][P:21]([O:26][CH:27]([CH3:29])[CH3:28])([O:22][CH:23]([CH3:25])[CH3:24])=[O:30])=[CH:8][CH:9]([NH:15][CH:16]=[O:17])[C:10]([O:12][CH2:13][CH3:14])=[O:11])(=[O:3])[CH3:2]. Procedure details: 18.0 g (51.4 mmol) of ethyl 6-acetoxy-4-bromomethyl-2-formylamino-hept-3-enoate and 56.3 ml (205.6 mmol) of 90% triisopropyl phosphite are heated to 80° C. and and the mixture is stirred for 18 hours under a pressure of 100-150 mbar. Excess triisopropyl phosphite is removed by distillation and the residue is purified by chromatography on silica gel with ethyl acetate/isopropanol (7:2), giving ethyl 6-acetoxy-2-formylamino-4-diisopropylphosphonomethyl-hept-3-enoate as an orange oil. yield. The reactants are COC(=O)C=1C=2C=CC=NC2C=CC1O (6-Hydroxy-5-quinolinecarboxylic acid methyl ester), N (ammonia), steel, N (ammonia). Yields the product OC1=C(C=2C=CC=NC2C=C1)C(=O)N (6-Hydroxy-5-quinolinecarboxamide). As a reaction SMILES: C[O:2][C:3]([C:5]1[C:6]2[CH:7]=[CH:8][CH:9]=[N:10][C:11]=2[CH:12]=[CH:13][C:14]=1[OH:15])=O.[NH3:16]>>[OH:15][C:14]1[CH:13]=[CH:12][C:11]2[N:10]=[CH:9][CH:8]=[CH:7][C:6]=2[C:5]=1[C:3]([NH2:16])=[O:2]. Reported procedure: 6-Hydroxy-5-quinolinecarboxylic acid methyl ester is reacted with excess ammonia in a steel bomb for 12-18 hr. The excess ammonia is allowed to evaporate and the residue is crystallized from a suitable solvent to give the title compound.